Dataset: the Open Reaction Database (ORD), a public repository of structured organic reaction records. Task: describe an organic reaction: reactants, conditions, products, and yield Reactants: N1=CC=C(C=C1)C(=O)CC1=CC=CC=C1 (benzyl 4-pyridyl ketone), C(C1=CC=CC=C1)(=O)NN (benzhydrazide). The reagents and catalysts are C(C)(=O)O (acetic acid). Product: C1(=CC=CC=C1)CC(C1=CC=NC=C1)=NNC(C1=CC=CC=C1)=O (benzoic acid [2-phenyl-1-(4-pyridinyl)ethylidene]hydrazide). RXN SMILES: [N:1]1[CH:6]=[CH:5][C:4]([C:7]([CH2:9][C:10]2[CH:15]=[CH:14][CH:13]=[CH:12][CH:11]=2)=O)=[CH:3][CH:2]=1.[C:16]([NH:24][NH2:25])(=[O:23])[C:17]1[CH:22]=[CH:21][CH:20]=[CH:19][CH:18]=1>C(O)(=O)C>[C:10]1([CH2:9][C:7](=[N:25][NH:24][C:16](=[O:23])[C:17]2[CH:22]=[CH:21][CH:20]=[CH:19][CH:18]=2)[C:4]2[CH:5]=[CH:6][N:1]=[CH:2][CH:3]=2)[CH:15]=[CH:14][CH:13]=[CH:12][CH:11]=1. Procedure details: Following the general method of procedure 9 and making non-critical variations, except 12 drops of glacial acetic acid was used, 6.00 gm (0.0304 mole) of benzyl 4-pyridyl ketone and 4.14 gm (0.0304 mole) of benzhydrazide yield 8.90 gm (93%) of the title compound in two crops melting at 84.4° and 90.9°. The reactants are BrCC(COC1=NC=CN=C1Cl)O (2-(3'-bromo-2'-hydroxy-propoxy)-3-chloropyrazine), C(C)(C)N (isopropylamine). Run in CO (methanol). Yields the product ClC=1C(=NC=CN1)OCC(CNC(C)C)O (3-Chloro-2-(3'-isopropylamino-2'-hydroxy-propoxy)-pyrazine). Reaction SMILES: Br[CH2:2][CH:3]([OH:13])[CH2:4][O:5][C:6]1[C:11]([Cl:12])=[N:10][CH:9]=[CH:8][N:7]=1.[CH:14]([NH2:17])([CH3:16])[CH3:15]>CO>[Cl:12][C:11]1[C:6]([O:5][CH2:4][CH:3]([OH:13])[CH2:2][NH:17][CH:14]([CH3:16])[CH3:15])=[N:7][CH:8]=[CH:9][N:10]=1. Procedure: 53 g of 2-(3'-bromo-2'-hydroxy-propoxy)-3-chloropyrazine and 59 g of isopropylamine in 500 ml of methanol are boiled for 15 hours under reflux. The reaction mixture is then evaporated in a waterpump vacuum. The residue is partitioned between 2 N hydrochloric acid and ether. The hydrochloric acid phase is rendered alkaline with concentrated sodium hydroxide solution and extracted by shaking with ether. The ether extracts are washed with water, dried over sodium sulphate and evaporated in a waterp... Reactants: O=P12OP3(=O)OP(=O)(O1)OP(=O)(O2)O3 (phosphorus pentoxide), C(C)O (ethanol), COC1=C(C=C(C=C1)OC)OCC1=C(C(=O)O)C=CC=C1 (2-[(2,5-dimethyoxyphenyloxy)methyl]benzoic acid). The solvent is O (water). Conditions: temperature 100 celsius. Product: COC1=CC=C(C=2OCC3=C(C(C21)=O)C=CC=C3)OC (1,4-dimethoxy-6,11-dihydrodibenz[b,e]oxepin-11-one). Isolated yield 74.7%. As a reaction SMILES: O=P12OP3(OP(OP(O3)(O1)=O)(=O)O2)=O.C(O)C.[CH3:18][O:19][C:20]1[CH:25]=[CH:24][C:23]([O:26][CH3:27])=[CH:22][C:21]=1[O:28][CH2:29][C:30]1[CH:38]=[CH:37][CH:36]=[CH:35][C:31]=1[C:32]([OH:34])=O>O>[CH3:27][O:26][C:23]1[C:22]2[C:32](=[O:34])[C:31]3[CH:35]=[CH:36][CH:37]=[CH:38][C:30]=3[CH2:29][O:28][C:21]=2[C:20]([O:19][CH3:18])=[CH:25][CH:24]=1. Procedure details: To 50 g of phosphorus pentoxide is slowly added 30 ml of ethanol at room temperature and the mixture is further stirred with heating at 100° C. for 1 hour. Thereto 10 g of 2-[(2,5-dimethyoxyphenyloxy)methyl]benzoic acid is added and the mixture is stirred at 100° C. for 1 hour. After cooling to room temperature, the mixture is added with 300 ml of water and extracted with toluene. After the extract is successively washed with a saturated solution of sodium hydrogen carbonate, water and a saturat...